Dataset: the Open Reaction Database (ORD), a public repository of structured organic reaction records. Task: describe an organic reaction: reactants, conditions, products, and yield The reactants are BrC1=CN=C2N1C=C(C=C2)Cl (3-bromo-6-chloro-imidazo[1,2-a]pyridine), COC1=NC=CC(=C1)B(O)O (2-methoxypyrid-4-yl boronic acid), C(=O)([O-])[O-].[Na+].[Na+] (Na2CO3). The reagents and catalysts are C1([P]([Pd][P](C2=CC=CC=C2)(C3=CC=CC=C3)C4=CC=CC=C4)(C5=CC=CC=C5)C6=CC=CC=C6)=CC=CC=C1 (bis(triphenylphosphine)palladium). The solvent is O1CCOCC1 (dioxane), O (water), O (H2O). Product: ClC=1C=CC=2N(C1)C(=CN2)C2=CC(=NC=C2)OC (6-Chloro-3-(2-methoxy-pyridin-4-yl)-imidazo[1,2-a]pyridine). As a reaction SMILES: Br[C:2]1[N:6]2[CH:7]=[C:8]([Cl:11])[CH:9]=[CH:10][C:5]2=[N:4][CH:3]=1.[CH3:12][O:13][C:14]1[CH:19]=[C:18](B(O)O)[CH:17]=[CH:16][N:15]=1.C([O-])([O-])=O.[Na+].[Na+]>O1CCOCC1.O.C1(C=CC=CC=1)[P](C1C=CC=CC=1)(C1C=CC=CC=1)[Pd][P](C1C=CC=CC=1)(C1C=CC=CC=1)C1C=CC=CC=1>[Cl:11][C:8]1[CH:9]=[CH:10][C:5]2[N:6]([C:2]([C:18]3[CH:17]=[CH:16][N:15]=[C:14]([O:13][CH3:12])[CH:19]=3)=[CH:3][N:4]=2)[CH:7]=1 |f:2.3.4,^1:41,55|. Procedure details: To a solution of 3-bromo-6-chloro-imidazo[1,2-a]pyridine (1 eq, 0.72 mmol, 0.2 g), 2-methoxypyrid-4-yl boronic acid (1.0 eq, 0.72 mmol, 0.11 g), Na2CO3 (2 eq, 1.44 mmol, 0.152 g) in dioxane (0.6 ml) and water (0.2 ml), under an inert atmosphere of argon is added bis(triphenylphosphine)palladium II chloride (50 mg). The reaction mixture is heated using microwave radiation at 100° C. for 2 hours. The mixture is diluted with H2O (50 ml) and extracted with EtOAc. The combined organic portions are wa... The reactants are S(=O)([O-])S(=O)[O-].[Na+].[Na+] (Sodium dithionite), COC=1C=C(C=CC1)O (3-methoxyphenol), [OH-].[Na+] (sodium hydroxide), S(=O)(C1=CC=C(C=C1)N)(=O)O (Sulphanilic acid), C([O-])([O-])=O.[Na+].[Na+] (sodium carbonate), N(=O)[O-].[Na+] (Sodium nitrite), ice, Cl (hydrochloric acid). Solvent: O (water), O (water), O (water). Reaction conditions: time 20 minute. Yields the product NC1=C(C=C(C=C1)O)OC (4-amino-3-methoxyphenol). The yield is 66.2%. Reaction SMILES: S(O)(=O)(C1C=CC([NH2:9])=CC=1)=O.C(=O)([O-])[O-].[Na+].[Na+].N([O-])=O.[Na+].Cl.[CH3:23][O:24][C:25]1[CH:26]=[C:27]([OH:31])[CH:28]=[CH:29][CH:30]=1.[OH-].[Na+].S(S([O-])=O)([O-])=O.[Na+].[Na+]>O>[NH2:9][C:30]1[CH:29]=[CH:28][C:27]([OH:31])=[CH:26][C:25]=1[O:24][CH3:23] |f:1.2.3,4.5,8.9,10.11.12|. Reported procedure: Sulphanilic acid (43.3 g) and anhydrous sodium carbonate (13.25 g) were dissolved in water (250 ml) and cooled to 15 C. Sodium nitrite (18.5 g) in water (100 ml) was added and the mixture was immediately poured onto a mixture of ice (300 ml) and hydrochloric acid (54 ml), and stirred at 0° for 20 minutes. The suspension was then added to a cooled solution of 3-methoxyphenol (31 g) and sodium hydroxide (55 g) in water (300 ml). The resulting deep red solution was stirred for 1 hour then heated to...